Dataset: the Open Reaction Database (ORD), a public repository of structured organic reaction records. Task: describe an organic reaction: reactants, conditions, products, and yield The reactants are C=O, CO, O=C1CCCN1CCl, O=C1CCCN1, O=C1CCCN1CO. The product is COCN1CCCC1=O. RXN SMILES: [CH2:15]=[O:16].[CH3:25][OH:26].[Cl:17][CH2:18][N:19]1[CH2:20][CH2:21][CH2:22][C:23]1=[O:24].[NH:9]1[C:10](=[O:14])[CH2:13][CH2:12][CH2:11]1.[OH:1][CH2:2][N:3]1[C:4](=[O:8])[CH2:5][CH2:6][CH2:7]1>>[O:1]([CH2:2][N:3]1[C:4](=[O:8])[CH2:5][CH2:6][CH2:7]1)[CH3:10]. Reactants: CCC1C(C)=NN=C(c2ccc(OC)c(OC)c2)c2cc(OC)c(OC)cc21, [Na+], [Na+], [Na+], O=C([O-])[O-], [OH-], c1ccccc1. Product: CCC1c2cc(OC)c(OC)cc2C(c2ccc(OC)c(OC)c2)=NNC1C. As a reaction SMILES: [CH3:1][O:2][c:3]1[cH:4][c:5]([C:11]2=[N:12][N:13]=[C:14]([CH3:28])[CH:15]([CH2:26][CH3:27])[c:16]3[c:17]2[cH:18][c:19]([O:24][CH3:25])[c:20]([O:22][CH3:23])[cH:21]3)[cH:6][cH:7][c:8]1[O:9][CH3:10].[Na+:30].[Na+:31].[Na+:32].[O-:33][C:34](=[O:35])[O-:36].[OH-:29].[cH:37]1[cH:38][cH:39][cH:40][cH:41][cH:42]1>>[CH3:1][O:2][c:3]1[cH:4][c:5]([C:11]2=[N:12][NH:13][CH:14]([CH3:28])[CH:15]([CH2:26][CH3:27])[c:16]3[c:17]2[cH:18][c:19]([O:24][CH3:25])[c:20]([O:22][CH3:23])[cH:21]3)[cH:6][cH:7][c:8]1[O:9][CH3:10]. Starting materials: O=C(OC=1C=C2CC(CC2=C(C1Cl)Cl)(C)C1CCCC1)C1=NN=NN1 ((1-oxo-2-cyclopentyl-2-methyl-6,7-dichloro-5-indanyloxymethyl)tetrazole), Cl.NO (hydroxylamine hydrochloride), Cl (hydrochloric acid). The solvent is N1=CC=CC=C1 (pyridine). Yields the product N(O)=C(C1=NN=NN1)OC=1C=C2CC(CC2=C(C1Cl)Cl)(C)C1CCCC1 (5-(1-hydroximino-2-cyclopentyl-2-methyl-6,7-dichloro-5-indanyloxymethyl)tetrazole). As a reaction SMILES: O=[C:2]([C:21]1[NH:25][N:24]=[N:23][N:22]=1)[O:3][C:4]1[CH:5]=[C:6]2[C:10](=[C:11]([Cl:14])[C:12]=1[Cl:13])[CH2:9][C:8]([CH:16]1[CH2:20][CH2:19][CH2:18][CH2:17]1)([CH3:15])[CH2:7]2.Cl.[NH2:27][OH:28].Cl>N1C=CC=CC=1>[N:27](=[C:2]([O:3][C:4]1[CH:5]=[C:6]2[C:10](=[C:11]([Cl:14])[C:12]=1[Cl:13])[CH2:9][C:8]([CH:16]1[CH2:17][CH2:18][CH2:19][CH2:20]1)([CH3:15])[CH2:7]2)[C:21]1[NH:22][N:23]=[N:24][N:25]=1)[OH:28] |f:1.2|. Procedure details: A stirred solution of (1-oxo-2-cyclopentyl-2-methyl-6,7-dichloro-5-indanyloxymethyl)tetrazole (5.7 g., 0.015 mole) and hydroxylamine hydrochloride (3.2 g., 0.045 mole) in pyridine (60 ml.) is heated at 95°C. on a steam bath for 30 hours then poured into aqueous hydrochloric acid affording 5-(1-hydroximino-2-cyclopentyl-2-methyl-6,7-dichloro-5-indanyloxymethyl)tetrazole. Starting materials: NC(=O)N (urea), C1(=CC=CC=C1)C(N1CCN(CC1)CCCNC=1C(=CC(=CC1)C(F)(F)F)N)C1=CC=CC=C1 (N1 -{3-[4-(diphenylmethyl)-1-piperazinyl]propyl}-4-(trifluoromethyl)-1,2-benzenediamine), ClC(Cl)Cl (trichloromethane). Solvent: O (water). Run at temperature 190 celsius. Yields the product C1(=CC=CC=C1)C(N1CCN(CC1)CCCN1C(NC2=C1C=CC(=C2)C(F)(F)F)=O)C2=CC=CC=C2 (1-{3-[4-(diphenylmethyl)-1-piperazinyl]propyl}-1,3-dihydro-5-(trifluoromethyl)-2H-benzimidazol-2-one). As a reaction SMILES: N[C:2](N)=[O:3].[C:5]1([CH:11]([C:33]2[CH:38]=[CH:37][CH:36]=[CH:35][CH:34]=2)[N:12]2[CH2:17][CH2:16][N:15]([CH2:18][CH2:19][CH2:20][NH:21][C:22]3[C:23]([NH2:32])=[CH:24][C:25]([C:28]([F:31])([F:30])[F:29])=[CH:26][CH:27]=3)[CH2:14][CH2:13]2)[CH:10]=[CH:9][CH:8]=[CH:7][CH:6]=1.ClC(Cl)Cl>O>[C:33]1([CH:11]([C:5]2[CH:6]=[CH:7][CH:8]=[CH:9][CH:10]=2)[N:12]2[CH2:17][CH2:16][N:15]([CH2:18][CH2:19][CH2:20][N:21]3[C:22]4[CH:27]=[CH:26][C:25]([C:28]([F:31])([F:29])[F:30])=[CH:24][C:23]=4[NH:32][C:2]3=[O:3])[CH2:14][CH2:13]2)[CH:38]=[CH:37][CH:36]=[CH:35][CH:34]=1. Reported procedure: A mixture of 5.4 parts of urea and 13.7 parts of N1 -{3-[4-(diphenylmethyl)-1-piperazinyl]propyl}-4-(trifluoromethyl)-1,2-benzenediamine is stirred and heated for 4 hours at 190° C. The reaction mixture is cooled to room temperature and diluted with water. After the addition of trichloromethane, the layers are separated. The aqueous phase is extracted with trichloromethane. The combined organic phases are washed with water, dried, filtered and evaporated. The oily residue is purified by column-c... The reactants are C(C)(C)N1CCC(CC1)NC(=O)C1=NC2=C(N1CC1=CC(=CC=C1)OC)C=CC=C2C(=O)O (2-(1-Isopropyl-piperidin-4-ylcarbamoyl)-1-(3-methoxy-benzyl)-1H-benzoimidazole-4-carboxylic acid), OC1CNC1 (3-hydroxy-azetidine). Yields the product C(C)(C)N1CCC(CC1)NC(=O)C1=NC2=C(N1CC1=CC(=CC=C1)OC)C=CC=C2C(=O)N2CC(C2)O (4-(3-Hydroxy-azetidine-1-carbonyl)-1-(3-methoxy-benzyl)-1H-benzoimidazole-2-carboxylic acid (1-isopropyl-piperidin-4-yl)-amide). Reaction SMILES: [CH:1]([N:4]1[CH2:9][CH2:8][CH:7]([NH:10][C:11]([C:13]2[N:17]([CH2:18][C:19]3[CH:24]=[CH:23][CH:22]=[C:21]([O:25][CH3:26])[CH:20]=3)[C:16]3[CH:27]=[CH:28][CH:29]=[C:30]([C:31](O)=[O:32])[C:15]=3[N:14]=2)=[O:12])[CH2:6][CH2:5]1)([CH3:3])[CH3:2].[OH:34][CH:35]1[CH2:38][NH:37][CH2:36]1>>[CH:1]([N:4]1[CH2:5][CH2:6][CH:7]([NH:10][C:11]([C:13]2[N:17]([CH2:18][C:19]3[CH:24]=[CH:23][CH:22]=[C:21]([O:25][CH3:26])[CH:20]=3)[C:16]3[CH:27]=[CH:28][CH:29]=[C:30]([C:31]([N:37]4[CH2:38][CH:35]([OH:34])[CH2:36]4)=[O:32])[C:15]=3[N:14]=2)=[O:12])[CH2:8][CH2:9]1)([CH3:3])[CH3:2]. Procedure: 4-(3-Hydroxy-azetidine-1-carbonyl)-1-(3-methoxy-benzyl)-1H-benzoimidazole-2-carboxylic acid (1-isopropyl-piperidin-4-yl)-amide was prepared by a procedure according to example 22 starting from 150 mg (0.287 mmol) 2-(1-Isopropyl-piperidin-4-ylcarbamoyl)-1-(3-methoxy-benzyl)-1H-benzoimidazole-4-carboxylic acid and 23.0 mg (0.315 mmol) 3-hydroxy-azetidine. The title compound was obtained as its formiate in form a white amorphous solid. Starting materials: C(#N)[BH3-].[Na+] (sodium cyanoborohydride), FC=1C=CC(=C(C1)C(CC(C(F)(F)F)(CC1=CC=NC2=CC=CC=C12)N)(C)C)OC (3-(5-Fluoro-2-methoxy-phenyl)-3-methyl-1-quinolin-4-ylmethyl-1-trifluoromethyl-butylamine), C=O (formaldehyde), C(C)(=O)O (acetic acid). The solvent is C(C)#N (acetonitrile). Run at time 15 hour. The product is FC=1C=CC(=C(C1)C(CC(C(F)(F)F)(CC1=CC=NC2=CC=CC=C12)N(C)C)(C)C)OC ([3-(5-Fluoro-2-methoxy-phenyl)-3-methyl-1-quinolin-4-ylmethyl-1-trifluoromethyl-butyl]-dimethyl-amine). The yield is 27.9%. As a reaction SMILES: [F:1][C:2]1[CH:3]=[CH:4][C:5]([O:29][CH3:30])=[C:6]([C:8]([CH3:28])([CH3:27])[CH2:9][C:10](N)([CH2:15][C:16]2[C:25]3[C:20](=[CH:21][CH:22]=[CH:23][CH:24]=3)[N:19]=[CH:18][CH:17]=2)[C:11]([F:14])([F:13])[F:12])[CH:7]=1.C=O.[C:33](O)(=O)C.[C:37]([BH3-])#[N:38].[Na+]>C(#N)C>[F:1][C:2]1[CH:3]=[CH:4][C:5]([O:29][CH3:30])=[C:6]([C:8]([CH3:28])([CH3:27])[CH2:9][C:10]([N:38]([CH3:37])[CH3:33])([CH2:15][C:16]2[C:25]3[C:20](=[CH:21][CH:22]=[CH:23][CH:24]=3)[N:19]=[CH:18][CH:17]=2)[C:11]([F:14])([F:13])[F:12])[CH:7]=1 |f:3.4|. Reported procedure: A solution of 3-(5-Fluoro-2-methoxy-phenyl)-3-methyl-1-quinolin-4-ylmethyl-1-trifluoromethyl-butylamine (42.0 mg, 0.1 mmol) and the formaldehyde (1.49 ml, 20 mmol) in acetonitrile (2 ml) was stirred for 30 minutes at room temperature. The reaction mixture was acidified with acetic acid (57 μL, 1.0 mmol) and treated with sodium cyanoborohydride (31.4 mg, 0.5 mmol). The resulting mixture was stirred at room temperature for 15 h and quenched with NaHCO3 (sat. 2 ml). Phases were separated and the aq...